This data is from the Open Reaction Database (ORD), a public repository of structured organic reaction records. The task is: describe an organic reaction: reactants, conditions, products, and yield Starting materials: CC1=C(N)C=CC(=C1)F (2-methyl-4-fluoroaniline), CC=1C(=NC(=NC1C)N1CC2=CC=CC=C2CC1)Cl (5,6-dimethyl-2-(1,2,3,4-tetrahydroisoquinolin-2-yl)-4-chloropyrimidine). Solvent: CN(C=O)C (dimethylformamide). The product is Cl.CC=1C(=NC(=NC1C)N1CC2=CC=CC=C2CC1)NC1=C(C=C(C=C1)F)C (5,6-Dimethyl-4-(2-methyl-4-fluorophenylamino)-2-(1,2,3,4-tetrahydroisoquinoline-2-yl)pyrimidine hydrochloride). Isolated yield 30.1%. RXN SMILES: [CH3:1][C:2]1[CH:8]=[C:7]([F:9])[CH:6]=[CH:5][C:3]=1[NH2:4].[CH3:10][C:11]1[C:12]([Cl:28])=[N:13][C:14]([N:18]2[CH2:27][CH2:26][C:25]3[C:20](=[CH:21][CH:22]=[CH:23][CH:24]=3)[CH2:19]2)=[N:15][C:16]=1[CH3:17]>CN(C)C=O>[ClH:28].[CH3:10][C:11]1[C:12]([NH:4][C:3]2[CH:5]=[CH:6][C:7]([F:9])=[CH:8][C:2]=2[CH3:1])=[N:13][C:14]([N:18]2[CH2:27][CH2:26][C:25]3[C:20](=[CH:21][CH:22]=[CH:23][CH:24]=3)[CH2:19]2)=[N:15][C:16]=1[CH3:17] |f:3.4|. Procedure: After 2-methyl-4-fluoroaniline(0.3 ml, 2.7 mmol) was added to a mixture solution of (5,6-dimethyl-2-(1,2,3,4-tetrahydroisoquinolin-2-yl)-4-chloropyrimidine(0.30 g, 1.0 mmol) and dimethylformamide(10 ml), 0.12 g of the titled compound was obtained in accordance with the same procedure as in Step 4 of Example 57. The reactants are COC([C@@](NC(=O)OC1C2CC3CC(CC1C3)C2)(CC2N(C3=C(C(=NC2)C2=CC=CC=C2)C=CC=C3)C)C)=O (N-[(2-adamantyloxy)carbonyl]-β-(2,3-dihydro-1-methyl-5-phenyl-1H-1,4-benzodiazepin-2-yl )-α-methyl-alanine methyl ester), [OH-].[Li+] (lithium hydroxide). Solvent: O1CCOCC1 (dioxane), O (water). Product: C12C(C3CC(CC(C1)C3)C2)OC(=O)N[C@@](CC2N(C3=C(C(=NC2)C2=CC=CC=C2)C=CC=C3)C)(C(=O)O)C (N-[(2-Adamantyloxy)carbonyl]-β-(2,3-dihydro-1-methyl-5-phenyl-1H-1,4-benzodiazepin-2-yl)-α-methyl-alanine). RXN SMILES: C[O:2][C:3](=[O:39])[C@:4]([CH3:38])([CH2:19][CH:20]1[CH2:26][N:25]=[C:24]([C:27]2[CH:32]=[CH:31][CH:30]=[CH:29][CH:28]=2)[C:23]2[CH:33]=[CH:34][CH:35]=[CH:36][C:22]=2[N:21]1[CH3:37])[NH:5][C:6]([O:8][CH:9]1[CH:16]2[CH2:17][CH:12]3[CH2:13][CH:14]([CH2:18][CH:10]1[CH2:11]3)[CH2:15]2)=[O:7].[OH-].[Li+]>O1CCOCC1.O>[CH:10]12[CH2:18][CH:14]3[CH2:13][CH:12]([CH2:17][CH:16]([CH2:15]3)[CH:9]1[O:8][C:6]([NH:5][C@:4]([CH3:38])([C:3]([OH:39])=[O:2])[CH2:19][CH:20]1[CH2:26][N:25]=[C:24]([C:27]3[CH:28]=[CH:29][CH:30]=[CH:31][CH:32]=3)[C:23]3[CH:33]=[CH:34][CH:35]=[CH:36][C:22]=3[N:21]1[CH3:37])=[O:7])[CH2:11]2 |f:1.2|. Procedure details: To a stirred solution of N-[(2-adamantyloxy)carbonyl]-β-(2,3-dihydro-1-methyl-5-phenyl-1H-1,4-benzodiazepin-2-yl )-α-methyl-alanine methyl ester (diastereomeric mixture, 5.3 g, 10 mmol) in a mixture of 150 mL dioxane and 75 mL water was added lithium hydroxide (0.72 g, 30 mmol). Reactants: CC#N, O=CCCC=O, O=[N+]([O-])C=C1NCCN1Cc1ccc(Cl)nc1, Cl. Yields the product O=[N+]([O-])C1=C2N(Cc3ccc(Cl)nc3)CCN2C2CCC1O2. RXN SMILES: [CH3:25][C:26]#[N:27].[CH:18]([CH2:19][CH2:20][CH:21]=[O:22])=[O:23].[Cl:1][c:2]1[n:3][cH:4][c:5]([CH2:8][N:9]2[C:10](=[CH:14][N+:15](=[O:16])[O-:17])[NH:11][CH2:12][CH2:13]2)[cH:6][cH:7]1.[ClH:24]>>[Cl:1][c:2]1[n:3][cH:4][c:5]([CH2:8][N:9]2[C:10]3=[C:14]([N+:15](=[O:16])[O-:17])[CH:21]4[CH2:20][CH2:19][CH:18]([N:11]3[CH2:12][CH2:13]2)[O:23]4)[cH:6][cH:7]1. Starting materials: FC1=CC=C(C=C1)C1=C2C(=NC(=C1C1=CC=NC=C1)C1=CC=C(C=C1)F)NN=C2 (4,6-Bis(4-fluorophenyl)-5-(4-pyridyl)-1H-pyrazolo[3,4-b]pyridine), C=O (formaldehyde). Conditions: temperature 130 celsius, time 4 hour. The product is FC1=CC=C(C=C1)C=1C=2C(N=C(C1C1=CC=NC=C1)C1=CC=C(C=C1)F)=NN(C2)CO ([4,6-Bis(4-fluorophenyl)-5-(4-pyridyl)pyrazolo[3,4-b]pyridin-2-yl]methanol). Isolated yield 65.0%. Reaction SMILES: [F:1][C:2]1[CH:7]=[CH:6][C:5]([C:8]2[C:13]([C:14]3[CH:19]=[CH:18][N:17]=[CH:16][CH:15]=3)=[C:12]([C:20]3[CH:25]=[CH:24][C:23]([F:26])=[CH:22][CH:21]=3)[N:11]=[C:10]3[NH:27][N:28]=[CH:29][C:9]=23)=[CH:4][CH:3]=1.[CH2:30]=[O:31]>>[F:1][C:2]1[CH:7]=[CH:6][C:5]([C:8]2[C:9]3[C:10](=[N:27][N:28]([CH2:30][OH:31])[CH:29]=3)[N:11]=[C:12]([C:20]3[CH:25]=[CH:24][C:23]([F:26])=[CH:22][CH:21]=3)[C:13]=2[C:14]2[CH:15]=[CH:16][N:17]=[CH:18][CH:19]=2)=[CH:4][CH:3]=1. Procedure details: A suspension of 4,6-bis(4-fluorophenyl)-5-(4-pyridyl)-1H-pyrazolo[3,4-b]pyridine (0.20 g, 0.5 mmol, obtained in example 1) in 30-40% aqueous formaldehyde (0.9 mL) was stirred at 130° C. under argon atmosphere for 4 h. The solvent was concentrated and the residue was dissolved in a mixture of CHCl3 and water and the phases were separated. The organic phase was dried over Na2SO4 and concentrated to dryness. The crude product obtained was purified on chromatography on silica gel using hexane-EtOAc ... Reactants: OC1=C(N(S(C2=C1SC1=C2C=CC=C1)(=O)=O)C)C(=O)OC (methyl 4-hydroxy-2-methyl-2H-[1]-benzothieno[2,3-e]-1,2-thiazine-3-carboxylate-1,1-dioxide), NC1=NC=CC=C1 (2-amino-pyridine). The product is OC1=C(N(S(C2=C1SC1=C2C=CC=C1)(=O)=O)C)C(=O)NC1=NC=CC=C1 (4-Hydroxy-2-methyl-N-(2-pyridyl)-2H-[1]benzothieno[2,3-e]-1,2-thiazine-3-carboxamide-1,1-dioxide). Yield: 52.0%. As a reaction SMILES: [OH:1][C:2]1[C:7]2[S:8][C:9]3[CH:14]=[CH:13][CH:12]=[CH:11][C:10]=3[C:6]=2[S:5](=[O:16])(=[O:15])[N:4]([CH3:17])[C:3]=1[C:18]([O:20]C)=O.[NH2:22][C:23]1[CH:28]=[CH:27][CH:26]=[CH:25][N:24]=1>>[OH:1][C:2]1[C:7]2[S:8][C:9]3[CH:14]=[CH:13][CH:12]=[CH:11][C:10]=3[C:6]=2[S:5](=[O:15])(=[O:16])[N:4]([CH3:17])[C:3]=1[C:18]([NH:22][C:23]1[CH:28]=[CH:27][CH:26]=[CH:25][N:24]=1)=[O:20]. Procedure: Prepared analogous to Example 1 from methyl 4-hydroxy-2-methyl-2H-[1]-benzothieno[2,3-e]-1,2-thiazine-3-carboxylate-1,1-dioxide and 2-amino-pyridine with a yield of 52% of theory. Starting materials: O=C=NCc1ccccc1, CCN(C(C)C)C(C)C, ClCCl, COc1cc(-c2cn(C3CCCC3)c3ncnc(N)c23)ccc1N. Product: COc1cc(-c2cn(C3CCCC3)c3ncnc(N)c23)ccc1NC(=O)NCc1ccccc1. As a reaction SMILES: [CH2:1]([c:2]1[cH:3][cH:4][cH:5][cH:6][cH:7]1)[N:8]=[C:9]=[O:10].[CH:35]([N:36]([CH2:37][CH3:38])[CH:39]([CH3:40])[CH3:41])([CH3:42])[CH3:43].[Cl:44][CH2:45][Cl:46].[NH2:11][c:12]1[c:13]([O:33][CH3:34])[cH:14][c:15](-[c:18]2[cH:19][n:20]([CH:28]3[CH2:29][CH2:30][CH2:31][CH2:32]3)[c:21]3[n:22][cH:23][n:24][c:25]([NH2:27])[c:26]23)[cH:16][cH:17]1>>[CH2:1]([c:2]1[cH:3][cH:4][cH:5][cH:6][cH:7]1)[NH:8][C:9](=[O:10])[NH:11][c:12]1[c:13]([O:33][CH3:34])[cH:14][c:15](-[c:18]2[cH:19][n:20]([CH:28]3[CH2:29][CH2:30][CH2:31][CH2:32]3)[c:21]3[n:22][cH:23][n:24][c:25]([NH2:27])[c:26]23)[cH:16][cH:17]1.